Dataset: the Open Reaction Database (ORD), a public repository of structured organic reaction records. Task: describe an organic reaction: reactants, conditions, products, and yield Reactants: ClC=1N=C(C2=C(N1)NC=C2)N2CCC(CC2)C(=O)N (1-(2-chloro-7H-pyrrolo[2,3-d]pyrimidin-4-yl)piperidine-4-carboxamide), NC1=CC=C(C=C1)N1CCN(CC1)C(C)=O (1-(4-(4-aminophenyl)piperazin-1-yl)ethanone), C[Si](C)(C)Cl (trimethylsilyl chloride). The solvent is CCCCO (n-BuOH), CCCCO (n-BuOH). Yields the product N1(CCNCC1)C1=CC=C(C=C1)NC=1N=C(C2=C(N1)NC=C2)N2CCC(CC2)C(=O)N (1-(2-(4-(piperazin-1-yl)phenylamino)-7H-pyrrolo[2,3-d]pyrimidin-4-yl)piperidine-4-carboxamide), C(C)(=O)N1CCN(CC1)C1=CC=C(C=C1)NC=1N=C(C2=C(N1)NC=C2)N2CCC(CC2)C(=O)N (1-(2-(4-(4-acetylpiperazin-1-yl)phenylamino)-7H-pyrrolo[2,3-d]pyrimidin-4-yl)piperidine-4-carboxamide). As a reaction SMILES: Cl[C:2]1[N:3]=[C:4]([N:11]2[CH2:16][CH2:15][CH:14]([C:17]([NH2:19])=[O:18])[CH2:13][CH2:12]2)[C:5]2[CH:10]=[CH:9][NH:8][C:6]=2[N:7]=1.[NH2:20][C:21]1[CH:26]=[CH:25][C:24]([N:27]2[CH2:32][CH2:31][N:30]([C:33](=[O:35])[CH3:34])[CH2:29][CH2:28]2)=[CH:23][CH:22]=1.C[Si](Cl)(C)C>CCCCO>[N:27]1([C:24]2[CH:23]=[CH:22][C:21]([NH:20][C:2]3[N:3]=[C:4]([N:11]4[CH2:16][CH2:15][CH:14]([C:17]([NH2:19])=[O:18])[CH2:13][CH2:12]4)[C:5]4[CH:10]=[CH:9][NH:8][C:6]=4[N:7]=3)=[CH:26][CH:25]=2)[CH2:28][CH2:29][NH:30][CH2:31][CH2:32]1.[C:33]([N:30]1[CH2:29][CH2:28][N:27]([C:24]2[CH:25]=[CH:26][C:21]([NH:20][C:2]3[N:3]=[C:4]([N:11]4[CH2:16][CH2:15][CH:14]([C:17]([NH2:19])=[O:18])[CH2:13][CH2:12]4)[C:5]4[CH:10]=[CH:9][NH:8][C:6]=4[N:7]=3)=[CH:22][CH:23]=2)[CH2:32][CH2:31]1)(=[O:35])[CH3:34]. Procedure: A mixture of 1-(2-chloro-7H-pyrrolo[2,3-d]pyrimidin-4-yl)piperidine-4-carboxamide (80 mg, 0.28 mmol), 1-(4-(4-aminophenyl)piperazin-1-yl)ethanone (125 mg, 0.57 mmol) and trimethylsilyl chloride (0.200 mL, 1.58 mmol) in n-BuOH (3 mL) was stirred at 130° C. for 20 h. n-BuOH was removed in vacuo. The residue was purified by HPLC to give 1-(2-(4-(piperazin-1-yl)phenylamino)-7H-pyrrolo[2,3-d]pyrimidin-4-yl)piperidine-4-carboxamide (4 mg) (MS 421.5 (M+H)) and 1-(2-(4-(4-acetylpiperazin-1-yl)phenylamin... The reactants are BrC1=C(C(=C(C(=O)O)C=C1)[N+](=O)[O-])NCC(C)(C)C (4-bromo-3-[(2,2-dimethylpropyl)amino]-2-nitrobenzoic acid), C1(CC(CCC1)=O)=O (cyclohexane-1,3-dione), Cl.CN(CCCN=C=NCC)C (N-(3-dimethylaminopropyl)-N′-ethylcarbodiimide hydrochloride). Reagents/catalysts: CN(C1=CC=NC=C1)C (4-(dimethylamino)pyridine). Run in C(Cl)Cl (methylene dichloride). Reaction conditions: time 24 hour. The product is BrC1=C(C(=C(C(=O)OC2=CC(CCC2)=O)C=C1)[N+](=O)[O-])NCC(C)(C)C (3-oxocyclohex-1-en-1-yl 4-bromo-3-[(2,2-dimethylpropyl)amino]-2-nitrobenzoate). RXN SMILES: [Br:1][C:2]1[CH:10]=[CH:9][C:5]([C:6]([OH:8])=[O:7])=[C:4]([N+:11]([O-:13])=[O:12])[C:3]=1[NH:14][CH2:15][C:16]([CH3:19])([CH3:18])[CH3:17].[C:20]1(=O)[CH2:25][CH2:24][CH2:23][C:22](=[O:26])[CH2:21]1.Cl.CN(C)CCCN=C=NCC>CN(C)C1C=CN=CC=1.C(Cl)Cl>[Br:1][C:2]1[CH:10]=[CH:9][C:5]([C:6]([O:8][C:20]2[CH2:25][CH2:24][CH2:23][C:22](=[O:26])[CH:21]=2)=[O:7])=[C:4]([N+:11]([O-:13])=[O:12])[C:3]=1[NH:14][CH2:15][C:16]([CH3:19])([CH3:18])[CH3:17] |f:2.3|. Reported procedure: 190 mg (0.574 mmol) of 4-bromo-3-[(2,2-dimethylpropyl)amino]-2-nitrobenzoic acid, 198 mg (1.713 mmol) of cyclohexane-1,3-dione, 145 mg (0.741 mmol) of N-(3-dimethylaminopropyl)-N′-ethylcarbodiimide hydrochloride and 7 mg (0.057 mmol) of 4-(dimethylamino)pyridine were dissolved in 5 ml of methylene dichloride and stirred at RT for 24 h. The solution was then washed with water and saturated NaHCO3 solution, the organic phase was dried over MgSO4, and then the whole was filtered with suction throug... Starting materials: C(C)S(=O)(=O)C1=NC=C(C=C1)I (2-Ethanesulfonyl-5-iodo-pyridine), C(=O)(O)C1=C(C=C(C=C1)B(O)O)F ((4-carboxy-3-fluorophenyl)boronic acid), C([O-])([O-])=O.[Na+].[Na+] (sodium carbonate). Solvent: O1CCOCC1 (dioxane). The product is C(C)S(=O)(=O)C1=CC=C(C=N1)C1=CC(=C(C(=O)O)C=C1)F (4-(6-Ethanesulfonyl-pyridin-3-yl)-2-fluoro-benzoic acid). Reaction SMILES: [CH2:1]([S:3]([C:6]1[CH:11]=[CH:10][C:9](I)=[CH:8][N:7]=1)(=[O:5])=[O:4])[CH3:2].[C:13]([C:16]1[CH:21]=[CH:20][C:19](B(O)O)=[CH:18][C:17]=1[F:25])([OH:15])=[O:14].C(=O)([O-])[O-].[Na+].[Na+]>O1CCOCC1>[CH2:1]([S:3]([C:6]1[N:7]=[CH:8][C:9]([C:19]2[CH:20]=[CH:21][C:16]([C:13]([OH:15])=[O:14])=[C:17]([F:25])[CH:18]=2)=[CH:10][CH:11]=1)(=[O:5])=[O:4])[CH3:2] |f:2.3.4|. Procedure: Procedure VV: To a stirring solution of 2-Ethanesulfonyl-5-iodo-pyridine (1.0 mmol) and (4-carboxy-3-fluorophenyl)boronic acid (1.3 mmol) in dioxane (0.1M), add dichloro[1,1′-bis(diphenylphosphino)ferrocene]palladium dichloromethane complex (0.03 mmol) and 2M aqueous sodium carbonate (3.0 mmol). Heat the reaction to reflux for 4 hours. After this time, remove the heat and concentrate in vacuo. Wash with dichloromethane while extracting with water. Acidify the aqueous layer with 1N hydrochloric a... Reactants: C1=CC=C(C=C1)P(C2=CC=CC=C2)C3=C(C4=CC=CC=C4C=C3)C5=C(C=CC6=CC=CC=C65)P(C7=CC=CC=C7)C8=CC=CC=C8 ((S)-(-)-2,2'-bis(diphenylphosphino)-1,1'-binaphthyl), three, C1(CCCCC1)N.C(C)(C)(C)OC(=O)/C(=C/C1(CCCC1)C(=O)O)/COCCOC ((E)-1-[2-(tert-butoxycarbonyl)-3-(2-methoxyethoxy)prop-1-enyl]-1-cyclopentanecarboxylic acid cyclohexylamine salt). Reagents/catalysts: C1/C=C\CC/C=C\C1.C1/C=C\CC/C=C\C1.[Cl-].[Cl-].[Rh].[Rh] (Chloro(1,5-cyclooctadiene)rhodium(I)dimer). Solvent: CO (methanol). Conditions: time 1 hour. Product: C1(CCCCC1)N.C(C)(C)(C)OC(=O)[C@@H](CC1(CCCC1)C(=O)O)COCCOC ((S)-1-[2-(tert-Butoxycarbonyl)-3-(2-methoxyethoxy)propyl]-1-cyclopentanecarboxylic acid cyclohexylamine salt). Yield: 73.6%. As a reaction SMILES: C1C=CC(P(C2C=CC3C(=CC=CC=3)C=2C2C3C(=CC=CC=3)C=CC=2P(C2C=CC=CC=2)C2C=CC=CC=2)C2C=CC=CC=2)=CC=1.[CH:47]1([NH2:53])[CH2:52][CH2:51][CH2:50][CH2:49][CH2:48]1.[C:54]([O:58][C:59](/[C:61](/[CH2:71][O:72][CH2:73][CH2:74][O:75][CH3:76])=[CH:62]/[C:63]1([C:68]([OH:70])=[O:69])[CH2:67][CH2:66][CH2:65][CH2:64]1)=[O:60])([CH3:57])([CH3:56])[CH3:55]>CO.C1CC=CCCC=C1.C1CC=CCCC=C1.[Cl-].[Cl-].[Rh].[Rh]>[CH:47]1([NH2:53])[CH2:52][CH2:51][CH2:50][CH2:49][CH2:48]1.[C:54]([O:58][C:59]([C@H:61]([CH2:71][O:72][CH2:73][CH2:74][O:75][CH3:76])[CH2:62][C:63]1([C:68]([OH:70])=[O:69])[CH2:67][CH2:66][CH2:65][CH2:64]1)=[O:60])([CH3:56])([CH3:55])[CH3:57] |f:1.2,4.5.6.7.8.9,10.11|. Procedure: Chloro(1,5-cyclooctadiene)rhodium(I)dimer (15.2 mg, 0.03 mmole) and (S)-(-)-2,2'-bis(diphenylphosphino)-1,1'-binaphthyl (42.2 mg, 0.06 mmole) were charged to a 50 mL three necked flask equiped with gas inlet and outlet lines and the third neck sealed with a rubber septum. The system was flushed with nitrogen, methanol (10 mL) was added and the mixture purged with nitrogen for 30 minutes. The reaction was hydrogenated at atmospheric hydrogen pressure and room temperature for 1 hour. At this point...